This data is from the Open Reaction Database (ORD), a public repository of structured organic reaction records. The task is: describe an organic reaction: reactants, conditions, products, and yield Starting materials: CI, [H-], [Na+], CN(C)C=O, Cc1cc(OC2CCCCO2)cc(O)c1C=O. The product is COc1cc(OC2CCCCO2)cc(C)c1C=O. Reaction SMILES: [CH3:20][I:21].[H-:19].[Na+:18].[O:22]=[CH:23][N:24]([CH3:25])[CH3:26].[OH:1][c:2]1[c:3]([CH:4]=[O:5])[c:6]([CH3:17])[cH:7][c:8]([O:10][CH:11]2[O:12][CH2:13][CH2:14][CH2:15][CH2:16]2)[cH:9]1>>[O:1]([c:2]1[c:3]([CH:4]=[O:5])[c:6]([CH3:17])[cH:7][c:8]([O:10][CH:11]2[O:12][CH2:13][CH2:14][CH2:15][CH2:16]2)[cH:9]1)[CH3:20]. Starting materials: CC(C)C[Al+]CC(C)C, COC(=O)C=Cc1cccc(OC)c1, Cc1ccccc1, [H-]. Product: COc1cccc(C=CCO)c1. As a reaction SMILES: [CH2:16]([Al+:17][CH2:18][CH:19]([CH3:20])[CH3:21])[CH:22]([CH3:23])[CH3:24].[CH3:1][O:2][c:3]1[cH:4][c:5]([CH:6]=[CH:7][C:8](=[O:9])[O:10][CH3:11])[cH:12][cH:13][cH:14]1.[CH3:25][c:26]1[cH:27][cH:28][cH:29][cH:30][cH:31]1.[H-:15]>>[CH3:1][O:2][c:3]1[cH:4][c:5]([CH:6]=[CH:7][CH2:8][OH:9])[cH:12][cH:13][cH:14]1. The reactants are CC(=O)O[BH-](OC(C)=O)OC(C)=O, O=C([O-])O, COC(=O)c1ccc2[nH]c3c(c2c1)CN(C(=O)OC(C)(C)C)CC3, CO, O=Cc1ccccc1, ClCCl, ClCCl, O=C(O)C(F)(F)F, [Na+], [Na+]. Product: COC(=O)c1ccc2[nH]c3c(c2c1)CN(Cc1ccccc1)CC3. As a reaction SMILES: [C:33]([O:34][BH-:35]([O:36][C:37](=[O:38])[CH3:39])[O:40][C:41](=[O:42])[CH3:43])(=[O:44])[CH3:45].[C:47](=[O:48])([OH:49])[O-:50].[CH2:1]1[N:2]([C:18]([O:19][C:20]([CH3:21])([CH3:22])[CH3:23])=[O:24])[CH2:3][CH2:4][c:5]2[nH:6][c:7]3[cH:8][cH:9][c:10]([C:14](=[O:15])[O:16][CH3:17])[cH:11][c:12]3[c:13]21.[CH3:62][OH:63].[CH:25](=[O:26])[c:27]1[cH:28][cH:29][cH:30][cH:31][cH:32]1.[Cl:52][CH2:53][Cl:54].[Cl:64][CH2:65][Cl:66].[F:55][C:56]([F:57])([F:58])[C:59]([OH:60])=[O:61].[Na+:46].[Na+:51]>>[CH2:1]1[N:2]([CH2:18][c:27]2[cH:28][cH:29][cH:30][cH:31][cH:32]2)[CH2:3][CH2:4][c:5]2[nH:6][c:7]3[cH:8][cH:9][c:10]([C:14](=[O:15])[O:16][CH3:17])[cH:11][c:12]3[c:13]21. The reactants are Cl.Br.N1=CC=C(C=C1)N1CCNCC1 (1-[4-pyridyl]piperazine hydrobromide hydrochloride salt). Run in [OH-].[Na+] (sodium hydroxide). Conditions: time 15 minute. The product is N1=CC=C(C=C1)N1CCNCC1 (1-[4-pyridyl]piperazine). The yield is 77.4%. Reaction SMILES: Cl.Br.[N:3]1[CH:8]=[CH:7][C:6]([N:9]2[CH2:14][CH2:13][NH:12][CH2:11][CH2:10]2)=[CH:5][CH:4]=1>[OH-].[Na+]>[N:3]1[CH:8]=[CH:7][C:6]([N:9]2[CH2:10][CH2:11][NH:12][CH2:13][CH2:14]2)=[CH:5][CH:4]=1 |f:0.1.2,3.4|. Procedure details: 4-Bromopyridine hydrochloride (2.25 g, 11.61 mmol) and piparazine (5 g, 58.05 mmol) were dissolved in 10 mL of absolute ethanol and replaced into a sealed tube. It was kept in 95° C. oil bath for 5 hours and allowed to stand at room temperature for one over night. The white precipitate was filtered off, washed with a small amount of cold ethanol, and the filtrate was concentrated in vacuo to obtain 1-[4-pyridyl]piperazine hydrobromide hydrochloride salt with a contamination of unreacted piperazi... Reactants: CCCCCC(C)C(C)c1cc(O)c2c(c1)OC1=C(CCC(C)C1)C2C, CC(=O)OC(C)=O, c1ccncc1. The product is CCCCCC(C)C(C)c1cc(OC(C)=O)c2c(c1)OC1=C(CCC(C)C1)C2C. RXN SMILES: [CH3:1][CH:2]([CH:3]([CH2:4][CH2:5][CH2:6][CH2:7][CH3:8])[CH3:9])[c:10]1[cH:11][c:12]([OH:26])[c:13]2[c:22]([cH:23]1)[O:21][C:20]1=[C:15]([CH:14]2[CH3:25])[CH2:16][CH2:17][CH:18]([CH3:24])[CH2:19]1.[CH3:27][C:28](=[O:29])[O:30][C:31](=[O:32])[CH3:33].[cH:34]1[cH:35][cH:36][n:37][cH:38][cH:39]1>>[CH3:1][CH:2]([CH:3]([CH2:4][CH2:5][CH2:6][CH2:7][CH3:8])[CH3:9])[c:10]1[cH:11][c:12]([O:26][C:28]([CH3:27])=[O:29])[c:13]2[c:22]([cH:23]1)[O:21][C:20]1=[C:15]([CH:14]2[CH3:25])[CH2:16][CH2:17][CH:18]([CH3:24])[CH2:19]1.